This data is from the Open Reaction Database (ORD), a public repository of structured organic reaction records. The task is: describe an organic reaction: reactants, conditions, products, and yield Reactants: Oc1cccc(Br)c1, COc1ccc2c(c1OC)C(=O)C(=O)N2Cc1ccc(C(F)(F)F)o1, O=C1C(=O)N(Cc2ccc(C(F)(F)F)o2)c2ccccc21, Oc1ccc2c(c1)OCCO2. Yields the product COc1ccc2c(c1OC)C(O)(c1cc3c(cc1O)OCCO3)C(=O)N2Cc1ccc(C(F)(F)F)o1. As a reaction SMILES: [Br:12][c:13]1[cH:14][c:15]([OH:16])[cH:17][cH:18][cH:19]1.[CH3:20][O:21][c:22]1[c:23]2[c:27]([cH:28][cH:29][c:30]1[O:31][CH3:32])[N:26]([CH2:33][c:34]1[o:35][c:36]([C:39]([F:40])([F:41])[F:42])[cH:37][cH:38]1)[C:25](=[O:43])[C:24]2=[O:44].[F:45][C:46]([F:47])([F:48])[c:49]1[o:50][c:51]([CH2:52][N:53]2[c:54]3[c:55]([cH:56][cH:57][cH:58][cH:59]3)[C:60](=[O:61])[C:62]2=[O:63])[cH:64][cH:65]1.[O:1]1[c:2]2[c:3]([cH:7][c:8]([OH:11])[cH:9][cH:10]2)[O:4][CH2:5][CH2:6]1>>[O:1]1[c:2]2[c:3]([cH:7][c:8]([OH:11])[c:9]([C:24]3([OH:44])[c:23]4[c:22]([O:21][CH3:20])[c:30]([O:31][CH3:32])[cH:29][cH:28][c:27]4[N:26]([CH2:33][c:34]4[o:35][c:36]([C:39]([F:40])([F:41])[F:42])[cH:37][cH:38]4)[C:25]3=[O:43])[cH:10]2)[O:4][CH2:5][CH2:6]1.